From a dataset of the Open Reaction Database (ORD), a public repository of structured organic reaction records. describe an organic reaction: reactants, conditions, products, and yield The reactants are CC(C)(C)OC(=O)C1CN(Cc2ccccc2)C(=O)N1C(=O)OCc1ccccc1, CO. Yields the product CC(C)(C)OC(=O)C1CN(Cc2ccccc2)C(=O)N1. As a reaction SMILES: [CH2:1]([c:2]1[cH:3][cH:4][cH:5][cH:6][cH:7]1)[N:8]1[C:9](=[O:30])[N:10]([C:20]([O:21][CH2:22][c:23]2[cH:24][cH:25][cH:26][cH:27][cH:28]2)=[O:29])[CH:11]([C:13](=[O:14])[O:15][C:16]([CH3:17])([CH3:18])[CH3:19])[CH2:12]1.[CH3:31][OH:32]>>[CH2:1]([c:2]1[cH:3][cH:4][cH:5][cH:6][cH:7]1)[N:8]1[C:9](=[O:30])[NH:10][CH:11]([C:13](=[O:14])[O:15][C:16]([CH3:17])([CH3:18])[CH3:19])[CH2:12]1.